This data is from the Open Reaction Database (ORD), a public repository of structured organic reaction records. The task is: describe an organic reaction: reactants, conditions, products, and yield Starting materials: CCO (EtOH), C(=O)(C(F)(F)F)O (TFA), BrC1=CC(=C(C=C1)NC(=O)C=1N(C=C(N1)C#N)COCC[Si](C)(C)C)C1=CCC(CC1)(C)C (4-cyano-1-(2-trimethylsilanyl-ethoxymethyl)-1H-imidazole-2-carboxylic acid [4-bromo-2-(4,4-dimethyl-cyclohex-1-enyl)-phenyl]-amide). The solvent is C(Cl)Cl (DCM). Run at time 1 hour. Yields the product BrC1=CC(=C(C=C1)NC(=O)C=1NC=C(N1)C#N)C1=CCC(CC1)(C)C (4-Cyano-1H-imidazole-2-carboxylic acid [4-bromo-2-(4,4-dimethyl-cyclohex-1-enyl)-phenyl]-amide). Yield: 94.6%. As a reaction SMILES: [Br:1][C:2]1[CH:7]=[CH:6][C:5]([NH:8][C:9]([C:11]2[N:12](COCC[Si](C)(C)C)[CH:13]=[C:14]([C:16]#[N:17])[N:15]=2)=[O:10])=[C:4]([C:26]2[CH2:31][CH2:30][C:29]([CH3:33])([CH3:32])[CH2:28][CH:27]=2)[CH:3]=1.CCO.C(O)(C(F)(F)F)=O>C(Cl)Cl>[Br:1][C:2]1[CH:7]=[CH:6][C:5]([NH:8][C:9]([C:11]2[NH:12][CH:13]=[C:14]([C:16]#[N:17])[N:15]=2)=[O:10])=[C:4]([C:26]2[CH2:31][CH2:30][C:29]([CH3:33])([CH3:32])[CH2:28][CH:27]=2)[CH:3]=1. Procedure: To a solution of 4-cyano-1-(2-trimethylsilanyl-ethoxymethyl)-1H-imidazole-2-carboxylic acid [4-bromo-2-(4,4-dimethyl-cyclohex-1-enyl)-phenyl]-amide (0.95 g, 1.80 mmol) (prepared in the previous step) in 10 mL of DCM was added 0.4 mL of EtOH and 10 mL of TFA and the mixture stirred for 1 h at RT. The mixture was concentrated and triturated with Et2O to give 0.68 g (95%) of a white solid: 1H-NMR (400 MHz, CDCl3): δ 11.23 (br s, 1H), 9.52 (br s, 1H), 8.27 (d, J=8.7 Hz, 1H), 7.72 (s, 1H), 7.41 (dd, ...